Dataset: the Open Reaction Database (ORD), a public repository of structured organic reaction records. Task: describe an organic reaction: reactants, conditions, products, and yield Starting materials: CC1=CC2=C(C(=C1)O)OC3=CC=C(C(=C3C(=O)OC2)OC)[C@H](CC(C)C)O (penicillide), S(=O)(Cl)Cl (thionyl chloride). The solvent is O1CCOCC1 (dioxane). Yields the product ClC(CC(C)C)C1=C(C2=C(OC3=C(COC2=O)C=C(C=C3O)C)C=C1)OC (3-(1-Chloro-3-methylbutyl)-11-hydroxy-4-methoxy-9-methyl-7H-dibenzo[b,g][1,5]dioxocin-5-one). Reaction SMILES: [CH3:1][C:2]1[CH:7]=[C:6]([OH:8])[C:5]2[O:9][C:10]3[C:15]([C:16]([O:18][CH2:19][C:4]=2[CH:3]=1)=[O:17])=[C:14]([O:20][CH3:21])[C:13]([C@@H:22](O)[CH2:23][CH:24]([CH3:26])[CH3:25])=[CH:12][CH:11]=3.S(Cl)([Cl:30])=O>O1CCOCC1>[Cl:30][CH:22]([C:13]1[CH:12]=[CH:11][C:10]2[O:9][C:5]3[C:6]([OH:8])=[CH:7][C:2]([CH3:1])=[CH:3][C:4]=3[CH2:19][O:18][C:16](=[O:17])[C:15]=2[C:14]=1[O:20][CH3:21])[CH2:23][CH:24]([CH3:26])[CH3:25]. Procedure details: 200 mg (0.54 mmol) of penicillide (Ib) are heated under reflux for 5 h (exclusion of moisture) in 1 ml of dioxane and 0.38 ml (5.2 mmol) of thionyl chloride. After evaporating in vacuo, the residue is taken up in methylene chloride, and the solution is washed with aqueous bicarbonate, then with water, dried and evaporated. Chromatography on silica gel Si60 in ether/petroleum ether=2:1 yields 187 mg (93% of theory) of colorless solid. Starting materials: CCN(CCO)c1ccccc1, CCC(=O)O, CC(=O)O, O=N[O-], Nc1nc(Cl)c(C=O)s1, [Na+], O, O=S(=O)(O)O. The product is CCN(CCO)c1ccc(N=Nc2nc(Cl)c(C=O)s2)cc1. As a reaction SMILES: [CH2:19]([CH3:20])[N:21]([CH2:22][CH2:23][OH:24])[c:25]1[cH:26][cH:27][cH:28][cH:29][cH:30]1.[CH3:31][CH2:32][C:33](=[O:34])[OH:35].[CH3:36][C:37](=[O:38])[OH:39].[N:1]([O-:2])=[O:3].[NH2:10][c:11]1[s:12][c:13]([CH:17]=[O:18])[c:14]([Cl:16])[n:15]1.[Na+:4].[OH2:40].[S:5](=[O:6])(=[O:7])([OH:8])[OH:9]>>[N:1](=[N:10][c:11]1[s:12][c:13]([CH:17]=[O:18])[c:14]([Cl:16])[n:15]1)[c:28]1[cH:27][cH:26][c:25]([N:21]([CH2:19][CH3:20])[CH2:22][CH2:23][OH:24])[cH:30][cH:29]1. Starting materials: OCCBr, O=C([O-])O, [K+], CC(=O)C1CCC2C3CCC4CC5OC5CC4(C)C3C(=O)CC12C, O=S(=O)(O)O. Yields the product CC(=O)C1CCC2C3CCC4CC(O)C(Br)CC4(C)C3C(=O)CC12C. As a reaction SMILES: [Br:25][CH2:26][CH2:27][OH:28].[C:34](=[O:35])([OH:36])[O-:37].[K+:38].[O:1]1[CH:2]2[CH:3]1[CH2:4][CH:5]1[CH2:6][CH2:7][CH:8]3[CH:9]4[CH2:10][CH2:11][CH:12]([C:13]([CH3:14])=[O:15])[C:16]4([CH3:24])[CH2:17][C:18](=[O:23])[CH:19]3[C:20]1([CH3:22])[CH2:21]2.[S:29](=[O:30])(=[O:31])([OH:32])[OH:33]>>[OH:1][CH:3]1[CH:2]([Br:25])[CH2:21][C:20]2([CH3:22])[CH:5]([CH2:4]1)[CH2:6][CH2:7][CH:8]1[CH:9]3[CH2:10][CH2:11][CH:12]([C:13]([CH3:14])=[O:15])[C:16]3([CH3:24])[CH2:17][C:18](=[O:23])[CH:19]12.